Dataset: the Open Reaction Database (ORD), a public repository of structured organic reaction records. Task: describe an organic reaction: reactants, conditions, products, and yield The reactants are COc1cc(S(=O)(=O)Cl)ccc1-c1nc2cnncc2[nH]1, CNC. The product is COc1cc(S(=O)(=O)N(C)C)ccc1-c1nc2cnncc2[nH]1. RXN SMILES: [CH3:1][O:2][c:3]1[c:4](-[c:13]2[n:14][c:15]3[c:16]([cH:17][n:18][n:19][cH:20]3)[nH:21]2)[cH:5][cH:6][c:7]([S:9](=[O:10])(=[O:11])[Cl:12])[cH:8]1.[CH3:22][NH:23][CH3:24]>>[CH3:1][O:2][c:3]1[c:4](-[c:13]2[n:14][c:15]3[c:16]([cH:17][n:18][n:19][cH:20]3)[nH:21]2)[cH:5][cH:6][c:7]([S:9](=[O:10])(=[O:11])[N:23]([CH3:22])[CH3:24])[cH:8]1. The reactants are NC1=NC=CC(=C1)C (2-Amino-4-methylpyridine), [H][H] (hydrogen), C(C)(=O)O (acetic acid). The reagents and catalysts are [Rh] (rhodium on carbon). Product: C(C)(=O)O.N=C1NCCC(C1)C (2-Imino-4-methylpiperidine acetate). RXN SMILES: [NH2:1][C:2]1[CH:7]=[C:6]([CH3:8])[CH:5]=[CH:4][N:3]=1.[H][H].[C:11]([OH:14])(=[O:13])[CH3:12]>[Rh]>[C:11]([OH:14])(=[O:13])[CH3:12].[NH:1]=[C:2]1[CH2:7][CH:6]([CH3:8])[CH2:5][CH2:4][NH:3]1 |f:4.5|. Procedure: 2-Amino-4-methylpyridine (1.56 g; 15 mmoles) and 5% rhodium on carbon (0.51 g, wet, Degussa type G10) in glacial acetic acid (30 mL) were shaken on a Parr hydrogenation apparatus at 55 psi of hydrogen overnight. The catalyst was removed by filtration and the filtrate was diluted with water to 250 mL, and lyophilized to yield a light tan powder. The powder was recrystallized from warm ethanol/ether to give 0.3 g of white solid. mp 181°-182° C. A second crop of white solid was obtained (0.85 g; mp... The reactants are lipase buffer solution, 4-MUO buffer solution, O (water), C(CC(O)(C(=O)O)CC(=O)O)(=O)O (citric acid). The product is CC1=CC(=O)OC2=C1C=CC(=C2)O (4-methylumbelliferone). Reaction SMILES: [C:1]([OH:13])(=O)[CH2:2][C:3]([CH2:8][C:9]([OH:11])=O)([C:5](O)=O)O.[OH2:14]>>[CH3:5][C:3]1[C:2]2[CH:1]=[CH:2][C:3]([OH:14])=[CH:5][C:1]=2[O:13][C:9](=[O:11])[CH:8]=1. Procedure details: An enzymatic reaction was initiated by the following steps under 25° C. condition: adding to a 96-well microplate 50 μl of a 4-MUO buffer solution and 25 μl of distilled water (or an aqueous sample solution) for each well; mixing them; and then adding 25 μl of a lipase buffer solution to each well. After a 30-minute reaction, 100 μl of a 0.1M citric acid buffer (pH4.2) was added to terminate the reaction, and the fluorescence of 4-methylumbelliferone (excitation wavelength: 355 nm, fluorescence ...